Dataset: the Open Reaction Database (ORD), a public repository of structured organic reaction records. Task: describe an organic reaction: reactants, conditions, products, and yield RXN SMILES: [Br:19][c:20]1[cH:21][c:22]([O:27][CH3:28])[c:23]([NH2:26])[n:24][cH:25]1.[N:1]1([S:7](=[O:8])(=[O:9])[c:10]2[cH:11][c:12]([C:13](=[O:14])[OH:15])[cH:16][cH:17][cH:18]2)[CH2:2][CH2:3][CH2:4][CH2:5][CH2:6]1>>[N:1]1([S:7](=[O:8])(=[O:9])[c:10]2[cH:11][c:12]([C:13](=[O:15])[NH:26][c:23]3[c:22]([O:27][CH3:28])[cH:21][c:20]([Br:19])[cH:25][n:24]3)[cH:16][cH:17][cH:18]2)[CH2:2][CH2:3][CH2:4][CH2:5][CH2:6]1. The reactants are COc1cc(Br)cnc1N, O=C(O)c1cccc(S(=O)(=O)N2CCCCC2)c1. The product is COc1cc(Br)cnc1NC(=O)c1cccc(S(=O)(=O)N2CCCCC2)c1. Solvent: C1CCOC1 (THF), C1CCOC1 (THF), C1CCOC1 (THF). Starting materials: C(C1=CC=CC=C1)N1C2C=C(CC1CC2)OS(=O)(=O)C(F)(F)F (trifluoro-methanesulfonic acid 8-benzyl-8-aza-bicyclo[3.2.1]oct-2-en-3-yl ester), BrC=1C(=C(C#N)C=CC1)OC(C)(C)C (3-bromo-2-tert-butoxy-benzonitrile), C(C)(C)[Mg]Cl (isopropylmagnesium chloride). Conditions: temperature 80 celsius, time 1 hour. Procedure: To a solution of 3-bromo-2-tert-butoxy-benzonitrile (30.73 g, 0.121 mol) in THF (100 mL) at 0° C. was added 2 M isopropylmagnesium chloride in THF (60 mL) dropwise. The reaction mixture was stirred for 1 h and then tetrakis(triphenylphosphine)palladium(0) (2.33 g, 0.002 mol) was added followed by trifluoro-methanesulfonic acid 8-benzyl-8-aza-bicyclo[3.2.1]oct-2-en-3-yl ester (35.00 g, 0.101 mol) in THF (23 mL). The reaction mixture was refluxed at 80° C. for 1 h, cooled to RT, washed with brine,... Reagents/catalysts: C=1C=CC(=CC1)[P](C=2C=CC=CC2)(C=3C=CC=CC3)[Pd]([P](C=4C=CC=CC4)(C=5C=CC=CC5)C=6C=CC=CC6)([P](C=7C=CC=CC7)(C=8C=CC=CC8)C=9C=CC=CC9)[P](C=1C=CC=CC1)(C=1C=CC=CC1)C=1C=CC=CC1 (tetrakis(triphenylphosphine)palladium(0)). The product is C(C1=CC=CC=C1)N1C2C=C(CC1CC2)C=2C(=C(C#N)C=CC2)OC(C)(C)C (3-(8-Benzyl-8-aza-bicyclo[3.2.1]oct-2-en-3-yl)-2-tert-butoxy-benzonitrile). Reaction SMILES: Br[C:2]1[C:3]([O:10][C:11]([CH3:14])([CH3:13])[CH3:12])=[C:4]([CH:7]=[CH:8][CH:9]=1)[C:5]#[N:6].C([Mg]Cl)(C)C.[CH2:20]([N:27]1[CH:32]2[CH2:33][CH2:34][CH:28]1[CH:29]=[C:30](OS(C(F)(F)F)(=O)=O)[CH2:31]2)[C:21]1[CH:26]=[CH:25][CH:24]=[CH:23][CH:22]=1>C1COCC1.C1C=CC([P]([Pd]([P](C2C=CC=CC=2)(C2C=CC=CC=2)C2C=CC=CC=2)([P](C2C=CC=CC=2)(C2C=CC=CC=2)C2C=CC=CC=2)[P](C2C=CC=CC=2)(C2C=CC=CC=2)C2C=CC=CC=2)(C2C=CC=CC=2)C2C=CC=CC=2)=CC=1>[CH2:20]([N:27]1[CH:32]2[CH2:33][CH2:34][CH:28]1[CH:29]=[C:30]([C:2]1[C:3]([O:10][C:11]([CH3:14])([CH3:13])[CH3:12])=[C:4]([CH:7]=[CH:8][CH:9]=1)[C:5]#[N:6])[CH2:31]2)[C:21]1[CH:26]=[CH:25][CH:24]=[CH:23][CH:22]=1 |^1:51,53,72,91|. Isolated yield 104.2%.